Dataset: the Open Reaction Database (ORD), a public repository of structured organic reaction records. Task: describe an organic reaction: reactants, conditions, products, and yield The reactants are COCCCN1C=NC=C1 (1-(3-methoxypropyl)-1H-imidazole), BrC(Br)(Br)Br (tetrabromomethane), [Cl-].[NH4+] (ammonium chloride), C(CCC)[Li] (n-butyllithium). Solvent: O1CCCC1 (tetrahydrofuran), O1CCCC1 (tetrahydrofuran). Run at temperature -70 celsius, time 1 hour. Yields the product BrC=1N(C=CN1)CCCOC (2-Bromo-1-(3-methoxypropyl)-1H-imidazole), SiO2. Reaction SMILES: [CH3:1][O:2][CH2:3][CH2:4][CH2:5][N:6]1[CH:10]=[CH:9][N:8]=[CH:7]1.C([Li])CCC.[Br:16]C(Br)(Br)Br.[Cl-].[NH4+]>O1CCCC1>[Br:16][C:7]1[N:6]([CH2:5][CH2:4][CH2:3][O:2][CH3:1])[CH:10]=[CH:9][N:8]=1 |f:3.4|. Reported procedure: The solution of 1.05 g of 1-(3-methoxypropyl)-1H-imidazole in 14 ml of tetrahydrofuran is cooled to −70° C. and admixed slowly with 4.6 ml of n-butyllithium (1.6M in hexane). The mixture is stirred at −70° C. over 1 hour and subsequently admixed slowly with the solution of 2.54 g of tetrabromomethane in 14 ml of tetrahydrofuran. After a further 30 minutes, the reaction mixture is admixed with 25 ml of saturated aqueous ammonium chloride solution and extracted with tert-butyl methyl ether (2×25 m... Reactants: BrCC1CO1, CCCC[N+](CCCC)(CCCC)CCCC, CCCCCCCCCCO, ClCCl, [Na+], [OH-], O, O=S(=O)([O-])O. Yields the product CCCCCCCCCCOCC1CO1. RXN SMILES: [Br:1][CH2:2][CH:3]1[CH2:4][O:5]1.[CH2:27]([N+:28]([CH2:29][CH2:30][CH2:31][CH3:32])([CH2:33][CH2:34][CH2:35][CH3:36])[CH2:37][CH2:38][CH2:39][CH3:40])[CH2:41][CH2:42][CH3:43].[CH3:11][CH2:12][CH2:13][CH2:14][CH2:15][CH2:16][CH2:17][CH2:18][CH2:19][CH2:20][OH:21].[Cl:6][CH2:7][Cl:8].[Na+:10].[OH-:9].[OH2:44].[S:22]([O-:23])([OH:24])(=[O:25])=[O:26]>>[CH2:2]([CH:3]1[CH2:4][O:5]1)[O:21][CH2:20][CH2:19][CH2:18][CH2:17][CH2:16][CH2:15][CH2:14][CH2:13][CH2:12][CH3:11]. Reactants: C1(=CC=CC=C1)CCCNCCN (3-phenylpropylethylenediamine), CN1CCOCC1 (N-methylmorpholine), ON1N=NC2=C1C=CC=C2 (1-hydroxybenzotriazole), N1=CC(=CC=C1)C1SCC(N1)C(=O)O (2-(3-pyridyl)thiazolidine-4-carboxylic acid). Solvent: CN(C=O)C (dimethylformamide), C(C)(=O)OCC (ethyl acetate). Conditions: time 8 hour. Yields the product C1(=CC=CC=C1)CCCNCCNC(=O)C1NC(SC1)C=1C=NC=CC1 (N-(3-phenylpropylaminoethyl)-2-(3-pyridyl)thiazolidine-4-carboxamide). Yield: 53.4%. As a reaction SMILES: [C:1]1([CH2:7][CH2:8][CH2:9][NH:10][CH2:11][CH2:12][NH2:13])[CH:6]=[CH:5][CH:4]=[CH:3][CH:2]=1.CN1CCOCC1.ON1C2C=CC=CC=2N=N1.[N:31]1[CH:36]=[CH:35][CH:34]=[C:33]([CH:37]2[NH:41][CH:40]([C:42](O)=[O:43])[CH2:39][S:38]2)[CH:32]=1>CN(C)C=O.C(OCC)(=O)C>[C:1]1([CH2:7][CH2:8][CH2:9][NH:10][CH2:11][CH2:12][NH:13][C:42]([CH:40]2[CH2:39][S:38][CH:37]([C:33]3[CH:32]=[N:31][CH:36]=[CH:35][CH:34]=3)[NH:41]2)=[O:43])[CH:6]=[CH:5][CH:4]=[CH:3][CH:2]=1. Procedure: To a solution of 200 mg of 3-phenylpropylethylenediamine and 81 mg of N-methylmorpholine in 5 ml of dimethylformamide, there were added in sequence 120 mg of 1-hydroxybenzotriazole, 180 mg of dicyclohexylcarbondiimide and 170 mg of 2-(3-pyridyl)thiazolidine-4-carboxylic acid. The mixture was stirred overnight at room temperature. The reaction mixture was diluted with ethyl acetate, the insoluble matter was filtered off, and the filtrate was concentrated under reduced pressure. After addition of ... Starting materials: C, CC(C)CC(NC(=O)OC(C)(C)C)C(=O)CN1CCCc2cc(OCc3ccccc3)ccc2C1, CCO, [H][H], [Pd]. The product is CC(C)CC(NC(=O)OC(C)(C)C)C(=O)CN1CCCc2cc(O)ccc2C1. Reaction SMILES: [C:41].[CH2:1]([c:2]1[cH:3][cH:4][cH:5][cH:6][cH:7]1)[O:8][c:9]1[cH:10][cH:11][c:12]2[c:13]([cH:35]1)[CH2:14][CH2:15][CH2:16][N:17]([CH2:19][C:20]([CH:21]([CH2:22][CH:23]([CH3:24])[CH3:25])[NH:26][C:27](=[O:28])[O:29][C:30]([CH3:31])([CH3:32])[CH3:33])=[O:34])[CH2:18]2.[CH3:38][CH2:39][OH:40].[H:36][H:37].[Pd:42]>>[OH:8][c:9]1[cH:10][cH:11][c:12]2[c:13]([cH:35]1)[CH2:14][CH2:15][CH2:16][N:17]([CH2:19][C:20]([CH:21]([CH2:22][CH:23]([CH3:24])[CH3:25])[NH:26][C:27](=[O:28])[O:29][C:30]([CH3:31])([CH3:32])[CH3:33])=[O:34])[CH2:18]2. Reactants: ClC1=CC=CC=2NC3=CC=CC=C3OC12 (4-chlorophenoxazine), CC1CCC(N1)=O (5-methyl 2-pyrrolidinone), P(=O)(Cl)(Cl)Cl (phosphorus oxychloride). The product is ClC1=CC=CC=2N(C3=CC=CC=C3OC12)C1=NC(CC1)C (4-CHLORO-10-(5-METHYL-1-PYRROLIN-2-YL)PHENOXAZINE). Reaction SMILES: [Cl:1][C:2]1[C:15]2[O:14][C:13]3[C:8](=[CH:9][CH:10]=[CH:11][CH:12]=3)[NH:7][C:6]=2[CH:5]=[CH:4][CH:3]=1.[CH3:16][CH:17]1[NH:21][C:20](=O)[CH2:19][CH2:18]1.P(Cl)(Cl)(Cl)=O>>[Cl:1][C:2]1[C:15]2[O:14][C:13]3[C:8](=[CH:9][CH:10]=[CH:11][CH:12]=3)[N:7]([C:20]3[CH2:19][CH2:18][CH:17]([CH3:16])[N:21]=3)[C:6]=2[CH:5]=[CH:4][CH:3]=1. Procedure: Reaction of 4-chlorophenoxazine, 5-methyl 2-pyrrolidinone and phosphorus oxychloride according to the procedure of Example 1 provides the free base 4-CHLORO-10-(5-METHYL-1-PYRROLIN-2-YL)PHENOXAZINE, m.p. 120°-122° C., from ethanol. Conversion of the free base to the hydrochloride salt affords 4-CHLORO-10-(5-METHYL-1-PYRROLIN-2-YL)PHENOXAZINE HYDROCHLORIDE, m.p. 228°-230° C., (dec.) (corr.), by trituration with hot benzene.